This data is from the Open Reaction Database (ORD), a public repository of structured organic reaction records. The task is: describe an organic reaction: reactants, conditions, products, and yield Starting materials: C(#C)[C-]1C=CC=C1.[CH-]1C=CC=C1.[Fe+2] (Ethynylferrocene), [C-]1(C=CC=C1)C#CC1=CC(=CC=C1)I.[CH-]1C=CC=C1.[Fe+2] (1-(ferrocenylethynyl)-3-iodobenzene), C(#C)[C-]1C=CC=C1.[CH-]1C=CC=C1.[Fe+2] (ethynylferrocene). Yields the product [C-]1(C=CC=C1)C#CC1=CC(=CC=C1)C#C[C-]1C=CC=C1.[CH-]1C=CC=C1.[Fe+2].[CH-]1C=CC=C1.[Fe+2] (1,3-bis(ferrocenylethynyl)benzene). As a reaction SMILES: [C:1]([C-:3]1[CH:7]=[CH:6][CH:5]=[CH:4]1)#[CH:2].[CH-:8]1[CH:12]=[CH:11][CH:10]=[CH:9]1.[Fe+2:13].[C-:14]1([C:19]#[C:20][C:21]2[CH:26]=[CH:25][CH:24]=[C:23](I)[CH:22]=2)[CH:18]=[CH:17][CH:16]=[CH:15]1.[CH-:28]1[CH:32]=[CH:31][CH:30]=[CH:29]1.[Fe+2]>>[C-:3]1([C:1]#[C:2][C:23]2[CH:24]=[CH:25][CH:26]=[C:21]([C:20]#[C:19][C-:14]3[CH:18]=[CH:17][CH:16]=[CH:15]3)[CH:22]=2)[CH:7]=[CH:6][CH:5]=[CH:4]1.[CH-:8]1[CH:12]=[CH:11][CH:10]=[CH:9]1.[Fe+2:13].[CH-:28]1[CH:32]=[CH:31][CH:30]=[CH:29]1.[Fe+2:13] |f:0.1.2,3.4.5,6.7.8.9.10|. Procedure: Example 11 describes the procedure for producing 1,3-bis(ferrocenylethynyl)benzene 516. Ethynylferrocene 500 was reacted with 1,3-diiodobenzene 502 to form 1-(ferrocenylethynyl)-3-iodobenzene 504. Sufficient ethynylferrocene 500 was present such that the second step of the reaction immediately proceeded. 1-(Ferrocenylethynyl)-3-iodobenzene 504 reacted with ethynylferrocene 514 to form 1,3-bis(ferrocenylethynyl)benzene 516. The reaction procedure is shown in FIG. 5. Reactants: CN(C)C=O, O=C1CCC(=O)N1Cl, COc1cc(Cl)ccn1, O. The product is COc1cc(Cl)c(Cl)cn1. Reaction SMILES: [CH3:19][N:20]([CH3:21])[CH:22]=[O:23].[Cl:10][N:11]1[C:12](=[O:13])[CH2:14][CH2:15][C:16]1=[O:17].[Cl:1][c:2]1[cH:3][c:4]([O:8][CH3:9])[n:5][cH:6][cH:7]1.[OH2:18]>>[Cl:1][c:2]1[cH:3][c:4]([O:8][CH3:9])[n:5][cH:6][c:7]1[Cl:10]. Reactants: CC(C)(C)[SiH2]OC(C)(C)c1cccc(-c2cc(Br)c3c(N)ncnn23)c1, O=C([O-])[O-], CC1(C)OB(c2ccc3cn(Cc4ccccc4)nc3c2)OC1(C)C, Cc1ccccc1, [Na+], [Na+], CC(=O)[O-], CC(=O)[O-], C1COCCO1, [Pd+2], c1ccc(P(c2ccccc2)c2ccccc2)cc1. Product: CC(C)(C)[SiH2]OC(C)(C)c1cccc(-c2cc(-c3ccc4cn(Cc5ccccc5)nc4c3)c3c(N)ncnn23)c1. RXN SMILES: [Br:20][c:21]1[cH:22][c:23](-[c:31]2[cH:32][c:33]([C:37]([O:38][SiH2:39][C:40]([CH3:41])([CH3:42])[CH3:43])([CH3:44])[CH3:45])[cH:34][cH:35][cH:36]2)[n:24]2[n:25][cH:26][n:27][c:28]([NH2:30])[c:29]12.[C:71](=[O:72])([O-:73])[O-:74].[CH2:46]([c:47]1[cH:48][cH:49][cH:50][cH:51][cH:52]1)[n:53]1[n:54][c:55]2[cH:56][c:57]([B:62]3[O:63][C:64]([CH3:65])([CH3:66])[C:67]([CH3:68])([CH3:69])[O:70]3)[cH:58][cH:59][c:60]2[cH:61]1.[CH3:92][c:93]1[cH:94][cH:95][cH:96][cH:97][cH:98]1.[Na+:75].[Na+:76].[O-:78][C:79]([CH3:80])=[O:81].[O-:82][C:83]([CH3:84])=[O:85].[O:86]1[CH2:87][CH2:88][O:89][CH2:90][CH2:91]1.[Pd+2:77].[c:1]1([P:2]([c:3]2[cH:4][cH:5][cH:6][cH:7][cH:8]2)[c:9]2[cH:10][cH:11][cH:12][cH:13][cH:14]2)[cH:15][cH:16][cH:17][cH:18][cH:19]1>>[c:21]1(-[c:57]2[cH:56][c:55]3[n:54][n:53]([CH2:46][c:47]4[cH:48][cH:49][cH:50][cH:51][cH:52]4)[cH:61][c:60]3[cH:59][cH:58]2)[cH:22][c:23](-[c:31]2[cH:32][c:33]([C:37]([O:38][SiH2:39][C:40]([CH3:41])([CH3:42])[CH3:43])([CH3:44])[CH3:45])[cH:34][cH:35][cH:36]2)[n:24]2[n:25][cH:26][n:27][c:28]([NH2:30])[c:29]12. The reactants are C(C)(=S)[O-].[K+] (Potassium thioacetate), C(C)C1C(NCC1CC=1N=NC=CC1)=O (3-ethyl-4-(3-pyridazinylmethyl)-2-pyrrolidinone). The solvent is CN(C=O)C (dimethylformamide). Yields the product C(C)C1C(SCC1CC=1N=NC=CC1)=O (3-Ethyldihydro-4-(3-pyridazinylmethyl)-2-(3H)-thiophenone). RXN SMILES: C([O-])(=[S:3])C.[K+].[CH2:6]([CH:8]1[CH:12]([CH2:13][C:14]2[N:15]=[N:16][CH:17]=[CH:18][CH:19]=2)[CH2:11]N[C:9]1=[O:20])[CH3:7]>CN(C)C=O>[CH2:6]([CH:8]1[CH:12]([CH2:13][C:14]2[N:15]=[N:16][CH:17]=[CH:18][CH:19]=2)[CH2:11][S:3][C:9]1=[O:20])[CH3:7] |f:0.1|. Procedure: Potassium thioacetate (3.3 g, 0.029 mol) and 3.0 g (0.0145 mol) of 3-ethyl-4-(3-pyridazinylmethyl)-2-pyrrolidinone (Example 1) are stirred for 6 hours at 150° C. in 50 mL of dimethylformamide. After cooling and evaporating the solvent, the residue is dissolved in 95% methylene chloride/methanol, washed twice with saturated sodium bicarbonate solution and once with water. After drying the organic phase with sodium sulphate, the mixture is filtered and concentrated by evaporation. The product is p...